This data is from the Open Reaction Database (ORD), a public repository of structured organic reaction records. The task is: describe an organic reaction: reactants, conditions, products, and yield Starting materials: IC=1C=C(C=C2C=CC(=CC12)C#N)C=CC1=CC=C2CCN=C(C2=C1)C(C)C (8-iodo-6-(2-(1-isopropyl-3,4-dihydro-7-isoquinolinyl)ethenyl)-2-naphthonitrile), C(CCC)[Li] (n-butyllithium), hexanes, C(CC(C)C)=O (isovaleraldehyde). Run in C1CCOC1 (THF). Run at time 2 minute. Product: OC(CC(C)C)C=1C=C(C=C2C=CC(=CC12)C#N)C=CC1=CC=C2CCN=C(C2=C1)C(C)C (8-(1-hydroxy-3-methylbutyl)-6-(2-(1-isopropyl-3,4-dihydro-7-isoquinolinyl)ethenyl)-2-naphthonitrile). Reaction SMILES: I[C:2]1[CH:3]=[C:4]([CH:14]=[CH:15][C:16]2[CH:25]=[C:24]3[C:19]([CH2:20][CH2:21][N:22]=[C:23]3[CH:26]([CH3:28])[CH3:27])=[CH:18][CH:17]=2)[CH:5]=[C:6]2[C:11]=1[CH:10]=[C:9]([C:12]#[N:13])[CH:8]=[CH:7]2.C([Li])CCC.[CH:34](=[O:39])[CH2:35][CH:36]([CH3:38])[CH3:37]>C1COCC1>[OH:39][CH:34]([C:2]1[CH:3]=[C:4]([CH:14]=[CH:15][C:16]2[CH:25]=[C:24]3[C:19]([CH2:20][CH2:21][N:22]=[C:23]3[CH:26]([CH3:28])[CH3:27])=[CH:18][CH:17]=2)[CH:5]=[C:6]2[C:11]=1[CH:10]=[C:9]([C:12]#[N:13])[CH:8]=[CH:7]2)[CH2:35][CH:36]([CH3:38])[CH3:37]. Procedure details: A solution of Example 8E (250 mg, 0.52 mmol) in THF (5 mL) at −90° C. was treated with 2.5M n-butyllithium in hexanes (0.210 mL, 0.525 mmol), stirred for 2 minutes, treated with isovaleraldehyde (0.056 mL, 0.63 mmol), and stirred for 30 minutes. The reaction was warmed to room temperature, quenched with water, and extracted with ethyl acetate. The combined extracts were dried (Na2SO4), filtered, and concentrated. The concentrate was purified by flash column chromatography on silica gel with 25% ... Yield: 92.2%. Procedure details: To a 50 ml flask fitted with a stirrer, condenser, drying tube and an addition funnel is added m-fluorobenzoyl chloride (15.9 g, 0.10 mole) and benzene (100 ml). Then a solution of diethylamine (14.6 g, 0.20 mole) in benzene (100 ml) is added dropwise over 1 hour and the reaction mixture allowed to stir at room temperature overnight. Water (150 ml) is then added rapidly and after trituration for a few minutes, the benzene layer is decanted and washed repeatedly with water (5×150 ml), dried (anhy... Yields the product C(C)N(C(C1=CC(=CC=C1)F)=O)CC (N,N-diethyl-3-fluorobenzamide). Starting materials: FC=1C=C(C(=O)Cl)C=CC1 (m-fluorobenzoyl chloride), C(C)NCC (diethylamine), O (Water). Reaction SMILES: [F:1][C:2]1[CH:3]=[C:4]([CH:8]=[CH:9][CH:10]=1)[C:5](Cl)=[O:6].[CH2:11]([NH:13][CH2:14][CH3:15])[CH3:12].O>C1C=CC=CC=1>[CH2:11]([N:13]([CH2:14][CH3:15])[C:5](=[O:6])[C:4]1[CH:8]=[CH:9][CH:10]=[C:2]([F:1])[CH:3]=1)[CH3:12]. The solvent is C1=CC=CC=C1 (benzene), C1=CC=CC=C1 (benzene). Reaction conditions: time 8 hour. The reactants are BrCC1CC1, CCc1nn2ccccc2c1NC(=O)C1CCOCC1, CC(C)(C)[O-], COCCOC, Cc1ccccc1, [K+], O. Yields the product CCc1nn2ccccc2c1N(CC1CC1)C(=O)C1CCOCC1. RXN SMILES: [Br:33][CH2:34][CH:35]1[CH2:36][CH2:37]1.[CH2:1]([CH3:2])[c:3]1[n:4][n:5]2[c:6]([cH:7][cH:8][cH:9][cH:10]2)[c:11]1[NH:12][C:13](=[O:14])[CH:15]1[CH2:16][CH2:17][O:18][CH2:19][CH2:20]1.[CH3:21][C:22]([CH3:23])([O-:24])[CH3:25].[CH3:27][O:28][CH2:29][CH2:30][O:31][CH3:32].[CH3:38][c:39]1[cH:40][cH:41][cH:42][cH:43][cH:44]1.[K+:26].[OH2:45]>>[CH2:1]([CH3:2])[c:3]1[n:4][n:5]2[c:6]([cH:7][cH:8][cH:9][cH:10]2)[c:11]1[N:12]([C:13](=[O:14])[CH:15]1[CH2:16][CH2:17][O:18][CH2:19][CH2:20]1)[CH2:34][CH:35]1[CH2:36][CH2:37]1. The reactants are CON, CCO, O=C(Cc1cccnc1)c1ccc(Cl)cc1Cl, Cl, [Na+], [Na+], O=C([O-])[O-]. The product is CON=C(Cc1cccnc1)c1ccc(Cl)cc1Cl. RXN SMILES: [CH3:25][O:26][NH2:27].[CH3:28][CH2:29][OH:30].[Cl:1][c:2]1[c:3]([C:9]([CH2:10][c:11]2[cH:12][n:13][cH:14][cH:15][cH:16]2)=[O:17])[cH:4][cH:5][c:6]([Cl:8])[cH:7]1.[ClH:24].[Na+:18].[Na+:19].[O-:20][C:21](=[O:22])[O-:23]>>[Cl:1][c:2]1[c:3]([C:9]([CH2:10][c:11]2[cH:12][n:13][cH:14][cH:15][cH:16]2)=[N:27][O:26][CH3:25])[cH:4][cH:5][c:6]([Cl:8])[cH:7]1. Reactants: C(C)(=O)C=1C=C(C(=O)OC)C=C(C1)C(N[C@H](C)C1=CC=CC=C1)=O ((R)-methyl 3-acetyl-5-((1-phenylethyl)-carbamoyl)benzoate), CO (MeOH), O (H2O), [Li+].[OH-] (LiOH). The solvent is C1CCOC1 (THF). Run at time 1 hour. Yields the product C(C)(=O)C=1C=C(C(=O)O)C=C(C1)C(N[C@H](C)C1=CC=CC=C1)=O ((R)-3-acetyl-5-((1-phenylethyl)carbamoyl)benzoic acid). Yield: 95.0%. As a reaction SMILES: [C:1]([C:4]1[CH:5]=[C:6]([CH:11]=[C:12]([C:14](=[O:24])[NH:15][C@@H:16]([C:18]2[CH:23]=[CH:22][CH:21]=[CH:20][CH:19]=2)[CH3:17])[CH:13]=1)[C:7]([O:9]C)=[O:8])(=[O:3])[CH3:2].CO.O.[Li+].[OH-]>C1COCC1>[C:1]([C:4]1[CH:5]=[C:6]([CH:11]=[C:12]([C:14](=[O:24])[NH:15][C@@H:16]([C:18]2[CH:19]=[CH:20][CH:21]=[CH:22][CH:23]=2)[CH3:17])[CH:13]=1)[C:7]([OH:9])=[O:8])(=[O:3])[CH3:2] |f:3.4|. Procedure: To a solution of (R)-methyl 3-acetyl-5-((1-phenylethyl)-carbamoyl)benzoate (332 mg, 1.02 mmol) in a mixture of THF (1.4 mL), MeOH (2.8 mL) and H2O (7.0 mL), was added LiOH (73.4 mg, 3.06 mmol) and the mixture was stirred at room temperature for 1 h. The mixture was concentrated and partitioned between ethyl acetate and H2O. The aqueous layer was washed with ethyl acetate twice and acidified with 1N HCl solution to pH around 2˜3. The aqueous layer was extracted with ethyl acetate 3 times and the ... Starting materials: 141, CN1C(=NC=C1[N+](=O)[O-])C (1,2-dimethyl-5-nitroimidazole), C(C)O (ethanol), 180, C[O-].[Na+] (sodium methylate), C(C(=O)OCC)(=O)OCC (diethyl oxalate), C(C)O (ethanol). Run in CO (methanol). RXN SMILES: C[O-].[Na+].[C:4]([O:11][CH2:12][CH3:13])(=[O:10])[C:5]([O:7]CC)=O.C(O)C.[CH3:17][N:18]1[C:22]([N+:23]([O-:25])=[O:24])=[CH:21][N:20]=[C:19]1[CH3:26]>CO>[CH3:17][N:18]1[C:22]([N+:23]([O-:25])=[O:24])=[CH:21][N:20]=[C:19]1[CH2:26][C:5](=[O:7])[C:4]([O:11][CH2:12][CH3:13])=[O:10] |f:0.1|. Yields the product CN1C(=NC=C1[N+](=O)[O-])CC(C(=O)OCC)=O (Ethyl 1-methyl-5-nitroimidazol-2-yl-pyruvate). Procedure: A mixture of 180 parts of a 30 percent strength by weight sodium methylate solution in methanol, 146 parts of diethyl oxalate and 150 parts by volume of ethanol is added in the course of 30 minutes, at 60° C., to a suspension of 141 parts of 1,2-dimethyl-5-nitroimidazole in 250 parts by volume of ethanol. After stirring for one hour at 60° C., the mixture is cooled and the sodium enolate of ethyl 1-methyl-5-nitroimidazol-2-yl-pyruvate is filtered off. The salt is then introduced into 1,300 parts... Conditions: temperature 60 celsius, time 1 hour. The reactants are BrC1=CC=C(C=C1)CC#N (2-(4-bromophenyl)acetonitrile), BrCCCCBr (1,4-dibromobutane), C[Si](C)(C)[N-][Si](C)(C)C.[K+] (potassium bis(trimethylsilyl) amide). Reagents/catalysts: [Br-].C(CCC)[N+](CCCC)(CCCC)CCCC (tetra-n-butylammonium bromide). The solvent is C1CCOC1 (THF). Reaction conditions: time 2 hour. Product: BrC1=CC=C(C=C1)C1(CCCC1)C#N (1-(4-bromophenyl)cyclopentanecarbonitrile). RXN SMILES: [Br:1][C:2]1[CH:7]=[CH:6][C:5]([CH2:8][C:9]#[N:10])=[CH:4][CH:3]=1.Br[CH2:12][CH2:13][CH2:14][CH2:15]Br.C[Si]([N-][Si](C)(C)C)(C)C.[K+]>C1COCC1.[Br-].C([N+](CCCC)(CCCC)CCCC)CCC>[Br:1][C:2]1[CH:7]=[CH:6][C:5]([C:8]2([C:9]#[N:10])[CH2:15][CH2:14][CH2:13][CH2:12]2)=[CH:4][CH:3]=1 |f:2.3,5.6|. Procedure: To a solution of 2-(4-bromophenyl)acetonitrile (1.0 g, 5.10 mmol) and 1,4-dibromobutane (0.67 ml, 5.6 mmol) in THF (10 ml) was added potassium bis(trimethylsilyl) amide (2.23 g, 11.2 mmol) and tetra-n-butylammonium bromide (164 mg, 0.51 mmol). The mixture was stirred for 2 h and then quenched with 1N HCl. Ethyl acetate was added, the layers separated and the organic layer was washed with water and brine. Drying, solvent evaporation and flash chromatography (silica gel, 20% EtOAc/hexanes) gave 1-... Reactants: CO, Cl, CCCCNc1nc(N)nc(C)c1Cc1cc(CC(=O)O)ccc1OC, C1COCCO1. Product: CCCCNc1nc(N)nc(C)c1Cc1cc(CC(=O)OC)ccc1OC. RXN SMILES: [CH3:34][OH:35].[ClH:1].[NH2:2][c:3]1[n:4][c:5]([CH3:27])[c:6]([CH2:14][c:15]2[cH:16][c:17]([CH2:23][C:24](=[O:25])[OH:26])[cH:18][cH:19][c:20]2[O:21][CH3:22])[c:7]([NH:9][CH2:10][CH2:11][CH2:12][CH3:13])[n:8]1.[O:28]1[CH2:29][CH2:33][O:32][CH2:31][CH2:30]1>>[NH2:2][c:3]1[n:4][c:5]([CH3:27])[c:6]([CH2:14][c:15]2[cH:16][c:17]([CH2:23][C:24](=[O:25])[O:26][CH3:29])[cH:18][cH:19][c:20]2[O:21][CH3:22])[c:7]([NH:9][CH2:10][CH2:11][CH2:12][CH3:13])[n:8]1.